This data is from the Open Reaction Database (ORD), a public repository of structured organic reaction records. The task is: describe an organic reaction: reactants, conditions, products, and yield The reactants are Cl.NCC(=O)NC(C1=CC=CC=C1)C1=CC=C(C=C1)Cl (rac-2-amino-N-[(4-chloro-phenyl)-phenyl-methyl]-acetamide hydrochloride), ClC1=C(C(=O)O)C=CC(=C1)Cl (2,4-dichlorobenzoic acid). Product: ClC1=C(C(=O)NCC(NC(C2=CC=CC=C2)C2=CC=C(C=C2)Cl)=O)C=CC(=C1)Cl (rac-2,4-Dichloro-N-({[(4-chloro-phenyl)-phenyl-methyl]-carbamoyl}-methyl)-benzamide). RXN SMILES: Cl.[NH2:2][CH2:3][C:4]([NH:6][CH:7]([C:14]1[CH:19]=[CH:18][C:17]([Cl:20])=[CH:16][CH:15]=1)[C:8]1[CH:13]=[CH:12][CH:11]=[CH:10][CH:9]=1)=[O:5].[Cl:21][C:22]1[CH:30]=[C:29]([Cl:31])[CH:28]=[CH:27][C:23]=1[C:24](O)=[O:25]>>[Cl:21][C:22]1[CH:30]=[C:29]([Cl:31])[CH:28]=[CH:27][C:23]=1[C:24]([NH:2][CH2:3][C:4](=[O:5])[NH:6][CH:7]([C:14]1[CH:19]=[CH:18][C:17]([Cl:20])=[CH:16][CH:15]=1)[C:8]1[CH:13]=[CH:12][CH:11]=[CH:10][CH:9]=1)=[O:25] |f:0.1|. Procedure details: Prepared in analogy to example 1.12 from rac-2-amino-N-[(4-chloro-phenyl)-phenyl-methyl]-acetamide hydrochloride (Example 3.1) and 2,4-dichlorobenzoic acid. Reactants: ClC1=C(C=CC(=C1)F)S(=O)(=O)[C@H]1C[C@H]([C@@H](C1)C(=O)O)C(=O)N1CC(CC1)(F)F ((1R,2R,4S)-4-(2-Chloro-4-fluoro-benzenesulfonyl)-2-(3,3-difluoro-pyrrolidine-1-carbonyl)-cyclopentanecarboxylic acid), C1CC1(C#N)N.Cl (1-amino-cyclopropyl cyanic hydrochloride), foam. Yields the product C(#N)C1(CC1)NC(=O)[C@H]1[C@@H](C[C@@H](C1)S(=O)(=O)C1=C(C=C(C=C1)F)Cl)C(=O)N1CC(CC1)(F)F ((1R,2R,4R)-4-(2-Chloro-4-fluoro-benzenesulfonyl)-2-(3,3-difluoro-pyrrolidine-1-carbonyl)-cyclopentanecarboxylic acid (1-cyano-cyclopropyl)-amide). RXN SMILES: [Cl:1][C:2]1[CH:7]=[C:6]([F:8])[CH:5]=[CH:4][C:3]=1[S:9]([C@@H:12]1[CH2:16][C@@H:15]([C:17](O)=[O:18])[C@H:14]([C:20]([N:22]2[CH2:26][CH2:25][C:24]([F:28])([F:27])[CH2:23]2)=[O:21])[CH2:13]1)(=[O:11])=[O:10].[CH2:29]1[C:31]([NH2:34])([C:32]#[N:33])[CH2:30]1.Cl>>[C:32]([C:31]1([NH:34][C:17]([C@@H:15]2[CH2:16][C@@H:12]([S:9]([C:3]3[CH:4]=[CH:5][C:6]([F:8])=[CH:7][C:2]=3[Cl:1])(=[O:11])=[O:10])[CH2:13][C@H:14]2[C:20]([N:22]2[CH2:26][CH2:25][C:24]([F:28])([F:27])[CH2:23]2)=[O:21])=[O:18])[CH2:29][CH2:30]1)#[N:33] |f:1.2|. Procedure: The title compound was prepared in analogy to example 117 step 7 using (1R,2R,4S)-4-(2-chloro-4-fluoro-benzenesulfonyl)-2-(3,3-difluoro-pyrrolidine-1-carbonyl)-cyclopentanecarboxylic acid (example 186 step 6) and 1-amino-cyclopropyl cyanic hydrochloride. Yellow foam (85%). MS (EI): 504.1 (M+H)+. Starting materials: Cl.ClCC1=NC=C(C(=C1C)OC)C (2-(chloromethyl)-3,5-dimethyl-4-methoxy pyridine hydrochloride), [OH-].[Na+] (sodium hydroxide), C[O-].[Mg+2].C[O-] (magnesium methoxide), SC=1NC2=C(N1)C=CC(=C2)OC (2-mercapto-5-methoxybenzimidazole). Solvent: CC(=O)C (Acetone), O (water), CO (methanol), CO (methanol), CO (Methanol), O (water), C(Cl)Cl (methylene dichloride). Conditions: temperature 25 celsius, time 45 minute. The product is CC=1C=NC(=C(C1OC)C)C[S+](C=2[N-]C=3C=CC(=CC3N2)OC)[O-].CC=1C=NC(=C(C1OC)C)C[S+](C=2[N-]C=3C=CC(=CC3N2)OC)[O-].[Mg+2] (esomeprazole magnesium). Yield: 348.7%. Reaction SMILES: Cl.Cl[CH2:3][C:4]1[C:9]([CH3:10])=[C:8]([O:11][CH3:12])[C:7]([CH3:13])=[CH:6][N:5]=1.[SH:14][C:15]1[NH:16][C:17]2[CH:23]=[C:22]([O:24][CH3:25])[CH:21]=[CH:20][C:18]=2[N:19]=1.[OH-:26].[Na+].C[O-].[Mg+2:30].C[O-]>CO.O.CC(C)=O.C(Cl)Cl>[CH3:13][C:7]1[CH:6]=[N:5][C:4]([CH2:3][S+:14]([O-:26])[C:15]2[N-:19][C:18]3[CH:20]=[CH:21][C:22]([O:24][CH3:25])=[CH:23][C:17]=3[N:16]=2)=[C:9]([CH3:10])[C:8]=1[O:11][CH3:12].[CH3:13][C:7]1[CH:6]=[N:5][C:4]([CH2:3][S+:14]([O-:26])[C:15]2[N-:19][C:18]3[CH:20]=[CH:21][C:22]([O:24][CH3:25])=[CH:23][C:17]=3[N:16]=2)=[C:9]([CH3:10])[C:8]=1[O:11][CH3:12].[Mg+2:30] |f:0.1,3.4,5.6.7,12.13.14|. Reported procedure: 2-(chloromethyl)-3,5-dimethyl-4-methoxy pyridine hydrochloride (70 g) and 2-mercapto-5-methoxybenzimidazole (57.4 g) were taken in methanol (245 mL) at 25° C. and sodium hydroxide (31.5 g) solution in water was added. The reaction mixture was stirred for 45 min and quenched in water (490 mL). The reaction mixture was acidified with 10% glacial acetic acid (75 mL) and extracted with toluene (350 mL). The toluene extract was washed with water and partially distilled for azeotropic removal of water... The product is CCCCCC=CC(Sc1ccccc1)C1COC(=O)C1. The reactants are CCCCCC=CC(Sc1ccccc1)C1COC(=O)C1C(=O)OC, CN(C)P(=O)(N(C)C)N(C)C, [Cl-], Cl, [Li+]. As a reaction SMILES: [CH3:1][O:2][C:3](=[O:4])[CH:5]1[C:6](=[O:25])[O:7][CH2:8][CH:9]1[CH:10]([CH:11]=[CH:12][CH2:13][CH2:14][CH2:15][CH2:16][CH3:17])[S:18][c:19]1[cH:20][cH:21][cH:22][cH:23][cH:24]1.[CH3:29][N:30]([CH3:31])[P:32](=[O:33])([N:34]([CH3:35])[CH3:36])[N:37]([CH3:38])[CH3:39].[Cl-:27].[ClH:28].[Li+:26]>>[CH2:5]1[C:6](=[O:25])[O:7][CH2:8][CH:9]1[CH:10]([CH:11]=[CH:12][CH2:13][CH2:14][CH2:15][CH2:16][CH3:17])[S:18][c:19]1[cH:20][cH:21][cH:22][cH:23][cH:24]1. Reactants: C[Si](C)(C)[N-][Si](C)(C)C.[K+] (potassium bis(trimethylsilyl)amide), COC(CN=CC1=CC=CC=C1)=O ((benzylidene-amino)-acetic acid methyl ester), ClCC=1N=CN(C1)C(C1=CC=CC=C1)(C1=CC=CC=C1)C1=CC=CC=C1 (4-chloromethyl-1-trityl-1H-imidazole). Run in C1CCOC1 (THF), C1CCOC1 (THF). Product: COC(C(CC=1N=CN(C1)C(C1=CC=CC=C1)(C1=CC=CC=C1)C1=CC=CC=C1)(CC=1N=CN(C1)C(C1=CC=CC=C1)(C1=CC=CC=C1)C1=CC=CC=C1)N=CC1=CC=CC=C1)=O (2-(Benzylidene-amino)-3-(1-trityl-1H-imidazol-4-yl)-2-(1-trityl-1H-imidazol-4-ylmethyl)-propionic acid methyl ester). Reaction SMILES: C[Si]([N-][Si](C)(C)C)(C)C.[K+].[CH3:11][O:12][C:13](=[O:23])[CH2:14][N:15]=[CH:16][C:17]1[CH:22]=[CH:21][CH:20]=[CH:19][CH:18]=1.Cl[CH2:25][C:26]1[N:27]=[CH:28][N:29]([C:31]([C:44]2[CH:49]=[CH:48][CH:47]=[CH:46][CH:45]=2)([C:38]2[CH:43]=[CH:42][CH:41]=[CH:40][CH:39]=2)[C:32]2[CH:37]=[CH:36][CH:35]=[CH:34][CH:33]=2)[CH:30]=1>C1COCC1>[CH3:11][O:12][C:13](=[O:23])[C:14]([N:15]=[CH:16][C:17]1[CH:22]=[CH:21][CH:20]=[CH:19][CH:18]=1)([CH2:25][C:26]1[N:27]=[CH:28][N:29]([C:31]([C:32]2[CH:37]=[CH:36][CH:35]=[CH:34][CH:33]=2)([C:38]2[CH:39]=[CH:40][CH:41]=[CH:42][CH:43]=2)[C:44]2[CH:49]=[CH:48][CH:47]=[CH:46][CH:45]=2)[CH:30]=1)[CH2:25][C:26]1[N:27]=[CH:28][N:29]([C:31]([C:44]2[CH:49]=[CH:48][CH:47]=[CH:46][CH:45]=2)([C:38]2[CH:43]=[CH:42][CH:41]=[CH:40][CH:39]=2)[C:32]2[CH:37]=[CH:36][CH:35]=[CH:34][CH:33]=2)[CH:30]=1 |f:0.1|. Procedure: A solution of potassium bis(trimethylsilyl)amide (11.34 g, 54 mmol) in THF (100 ml) was added dropwise to a mixture of (benzylidene-amino)-acetic acid methyl ester (3.83 g, 21.63 mmol) and 4-chloromethyl-1-trityl-1H-imidazole (21.6 g, 60.18 mmol) in THF (200 ml) at −78° C.